From a dataset of the Open Reaction Database (ORD), a public repository of structured organic reaction records. describe an organic reaction: reactants, conditions, products, and yield Yields the product CCC(=O)C1CCOCC1. RXN SMILES: [C:1]([CH2:2][CH3:3])(=[O:4])[C:5]1([C:11]([O:12][CH3:13])=[O:14])[CH2:6][CH2:7][O:8][CH2:9][CH2:10]1.[Na+:21].[OH-:20].[OH2:22].[S:15](=[O:16])(=[O:17])([OH:18])[OH:19]>>[C:1]([CH2:2][CH3:3])(=[O:4])[CH:5]1[CH2:6][CH2:7][O:8][CH2:9][CH2:10]1. The reactants are CCC(=O)C1(C(=O)OC)CCOCC1, [Na+], [OH-], O, O=S(=O)(O)O. Starting materials: C(C)(C)(C)OC(=O)N1[C@H](C[C@@H](C1)C)C(=O)OC (Methyl (2R,4S)-1-tert-butoxycarbonyl-4-methylpyrrolidine-2-carboxylate), [BH4-].[Li+] (lithium borohydride). Product: C(C)(C)(C)OC(=O)N1[C@H](C[C@@H](C1)C)CO ((2R,4S)-1-tert-butoxycarbonyl-2-hydroxymethyl-4-methylpyrrolidine). As a reaction SMILES: [C:1]([O:5][C:6]([N:8]1[CH2:12][C@@H:11]([CH3:13])[CH2:10][C@@H:9]1[C:14](OC)=[O:15])=[O:7])([CH3:4])([CH3:3])[CH3:2].[BH4-].[Li+]>>[C:1]([O:5][C:6]([N:8]1[CH2:12][C@@H:11]([CH3:13])[CH2:10][C@@H:9]1[CH2:14][OH:15])=[O:7])([CH3:3])([CH3:4])[CH3:2] |f:1.2|. Procedure: (2R,4S)-4-Methylpyrrolidine-2-carboxylic acid described in J. Chem. Soc. C, pp. 514-522 (1971) is reacted with di-tert-butyl dicarbonate to give (2R,4S)-1-tert-butoxycarbonyl-4-methylpyrrolidine-2-carboxylic acid. (2R,4S)-1-tert-Butoxycarbonyl-4-methylpyrrolidine-2-carboxylic acid is reacted with methyl iodide in the presence of potassium carbonate in acetonitrile solvent to give methyl (2R,4S)-1-tert-butoxycarbonyl-4-methylpyrrolidine-2-carboxylate. Methyl (2R,4S)-1-tert-butoxycarbonyl-4-methyl... Reactants: CN(C)Cc1nc(CSCCN)cs1, CCO, Cc1ccc(Cc2cnc(N[N+](=O)[O-])[nH]c2=O)cn1. Yields the product Cc1ccc(Cc2cnc(NCCSCc3csc(CN(C)C)n3)[nH]c2=O)cn1. As a reaction SMILES: [CH3:1][N:2]([CH3:3])[CH2:4][c:5]1[s:6][cH:7][c:8]([CH2:10][S:11][CH2:12][CH2:13][NH2:14])[n:9]1.[CH3:34][CH2:35][OH:36].[N+:15]([NH:16][c:19]1[n:20][cH:21][c:22]([CH2:26][c:27]2[cH:28][n:29][c:30]([CH3:33])[cH:31][cH:32]2)[c:23](=[O:25])[nH:24]1)([O-:17])=[O:18]>>[CH3:1][N:2]([CH3:3])[CH2:4][c:5]1[s:6][cH:7][c:8]([CH2:10][S:11][CH2:12][CH2:13][NH:14][c:19]2[n:20][cH:21][c:22]([CH2:26][c:27]3[cH:28][n:29][c:30]([CH3:33])[cH:31][cH:32]3)[c:23](=[O:25])[nH:24]2)[n:9]1.